Task: describe an organic reaction: reactants, conditions, products, and yield. Dataset: the Open Reaction Database (ORD), a public repository of structured organic reaction records Reactants: ClC1=NC=CC=N1 (2-chloropyrimidine), NC1=CC(=C(C(=O)N[C@@H]2[C@@H](CN(CC2)CCCN)OC)C=C1Cl)OC (cis-4-amino-N-[1-(3-aminopropyl)-3-methoxy-4-piperidinyl]-5-chloro-2-methoxybenzamide), C([O-])([O-])=O.[Na+].[Na+] (sodium carbonate). The solvent is CN(C(C)=O)C (N,N-dimethylacetamide). Run at temperature 90 celsius, time 6.5 hour. Product: NC1=CC(=C(C(=O)N[C@@H]2[C@@H](CN(CC2)CCCNC2=NC=CC=N2)OC)C=C1Cl)OC (cis-4-amino-5-chloro-2-methoxy-N-[3-methoxy-1-[3-(2-pyrimidinylamino)propyl]-4-piperidinyl]benzamide). Yield: 35.0%. As a reaction SMILES: Cl[C:2]1[N:7]=[CH:6][CH:5]=[CH:4][N:3]=1.[NH2:8][C:9]1[C:29]([Cl:30])=[CH:28][C:12]([C:13]([NH:15][C@H:16]2[CH2:21][CH2:20][N:19]([CH2:22][CH2:23][CH2:24][NH2:25])[CH2:18][C@H:17]2[O:26][CH3:27])=[O:14])=[C:11]([O:31][CH3:32])[CH:10]=1.C(=O)([O-])[O-].[Na+].[Na+]>CN(C)C(=O)C>[NH2:8][C:9]1[C:29]([Cl:30])=[CH:28][C:12]([C:13]([NH:15][C@H:16]2[CH2:21][CH2:20][N:19]([CH2:22][CH2:23][CH2:24][NH:25][C:2]3[N:7]=[CH:6][CH:5]=[CH:4][N:3]=3)[CH2:18][C@H:17]2[O:26][CH3:27])=[O:14])=[C:11]([O:31][CH3:32])[CH:10]=1 |f:2.3.4|. Procedure details: A mixture of 1.17 parts of 2-chloropyrimidine, 5.56 parts of cis-4-amino-N-[1-(3-aminopropyl)-3-methoxy-4-piperidinyl]-5-chloro-2-methoxybenzamide and 2.7 parts of N,N-dimethylacetamide was stirred for 6.5 hours at 90° C. After cooling, a sodium carbonate solution was added. The product was extracted with dichloromethane. The extract was dried, filtered and evaporated. The residue was purified by column chromatography over silica gel using a mixture of trichloromethane and methanol, saturated wi... The reactants are ClC=1C(=NC=C(N1)CC)CC (3-chloro-2,5-diethylpyrazine), C1(CC1)C1C(NC(C(N1)=O)C)=O (3-cyclopropyl-6-methylpiperazine-2,5-dione). Product: ClC=1C(=NC=C(N1)C)C1CC1 (3-chloro-2-cyclopropyl-5-methylpyrazine), ClC=1C(=NC=C(N1)C1CC1)C (3-chloro-5-cyclopropyl-2-methylpyrazine). RXN SMILES: [Cl:1][C:2]1[C:3]([CH2:10][CH3:11])=[N:4][CH:5]=[C:6]([CH2:8]C)[N:7]=1.[CH:12]1([CH:15]2[NH:20][C:19](=O)[CH:18]([CH3:22])[NH:17][C:16]2=O)[CH2:14][CH2:13]1>>[Cl:1][C:2]1[C:3]([CH:10]2[CH2:11][CH2:12]2)=[N:4][CH:5]=[C:6]([CH3:8])[N:7]=1.[Cl:1][C:19]1[C:18]([CH3:22])=[N:17][CH:16]=[C:15]([CH:12]2[CH2:14][CH2:13]2)[N:20]=1. Procedure: Following the procedure for the preparation of 3-chloro-2,5-diethylpyrazine but substituting 3-cyclopropyl-6-methylpiperazine-2,5-dione and making non-critical variations provided 3-chloro-2-cyclopropyl-5-methylpyrazine (A) and 3-chloro-5-cyclopropyl-2-methylpyrazine (B) as oils. Analytical data for 3-chloro-2-cyclopropyl-5-methylpyrazine (A): 1H NMR (CDCl3) δ 1.44, 2.35, 2.90, 3.07, 8.10; MS (ESI+) for C8H9N2Cl m/z 169 (M+H)+; Analytical data for 3-chloro-5-cyclopropyl-2-methylpyrazine (B): 1H ... Starting materials: C(C)(=O)C1=CC=C(O1)C1=CC=C(C(=O)OC)C=C1 (methyl 4-(5-acetylfuran-2-yl)benzoate), [OH-].[Na+] (sodium hydroxide), Cl (HCl). The solvent is C(C)O (ethanol). Product: C(C)(=O)C1=CC=C(O1)C1=CC=C(C(=O)O)C=C1 (4-(5-acetylfuran-2-yl)benzoic acid). Isolated yield 91.6%. RXN SMILES: [C:1]([C:4]1[O:8][C:7]([C:9]2[CH:18]=[CH:17][C:12]([C:13]([O:15]C)=[O:14])=[CH:11][CH:10]=2)=[CH:6][CH:5]=1)(=[O:3])[CH3:2].[OH-].[Na+].Cl>C(O)C>[C:1]([C:4]1[O:8][C:7]([C:9]2[CH:18]=[CH:17][C:12]([C:13]([OH:15])=[O:14])=[CH:11][CH:10]=2)=[CH:6][CH:5]=1)(=[O:3])[CH3:2] |f:1.2|. Procedure details: A solution of methyl 4-(5-acetylfuran-2-yl)benzoate (580 mg, 2.37 mmol) in ethanol (5 mL), and sodium hydroxide (6N, 1 mL) was heated at 70° C. for 30 minutes. The reaction mixture was cooled to rt and pH was adjusted (pH=4) with HCl (6N). The resulting precipitate was collected by filtration to give the desired 4-(5-acetylfuran-2-yl)benzoic acid (500 mg, 2.17 mmol, 91% yield) as a yellow/green solid. LCMS (ES): m/z 231 [M+1]+. The reactants are C(C)(C)(C)OC(=O)N(CC1=CC=CC=C1)CCCCO (4-[N-(t-butoxycarbonyl)-N-[(phenyl)methyl]-amino]butan-1-ol), N1=CC=CC=C1 (pyridine), S(=O)(=O)(C)Cl (mesylchloride). The solvent is C(Cl)Cl (CH2Cl2), C(Cl)Cl (CH2Cl2), C(Cl)Cl (CH2Cl2). Conditions: time 2 hour. Product: C(C)(C)(C)OC(=O)N(CC1=CC=CC=C1)CCCCS(=O)(=O)C (4-[N-(t-butoxycarbonyl)-N-[(phenyl)methyl]-amino]-1-methansulfonyl butane). Reaction SMILES: [C:1]([O:5][C:6]([N:8]([CH2:16][CH2:17][CH2:18][CH2:19]O)[CH2:9][C:10]1[CH:15]=[CH:14][CH:13]=[CH:12][CH:11]=1)=[O:7])([CH3:4])([CH3:3])[CH3:2].N1C=CC=CC=1.[S:27](Cl)([CH3:30])(=[O:29])=[O:28]>C(Cl)Cl>[C:1]([O:5][C:6]([N:8]([CH2:16][CH2:17][CH2:18][CH2:19][S:27]([CH3:30])(=[O:29])=[O:28])[CH2:9][C:10]1[CH:15]=[CH:14][CH:13]=[CH:12][CH:11]=1)=[O:7])([CH3:4])([CH3:3])[CH3:2]. Procedure details: Cool (ice-bath) a mixture containing the product of Step C (21.8 gm-0.078 mol), 250 ml CH2Cl2 and 9.7 ml pyridine (0.12 mol), add in a dropwise fashion (20 minutes) mesylchloride (6.65 ml-0.086 mol) in 6.6 ml CH2Cl2 and allow the mixture to warm to room temperature, stirring the mixture for 2 hours. Pour the resulting mixture into 200 ml CH2Cl2, wash with 500 ml 0.5N HCl, saturated NaHCO3, dry over MgSO4, evaporate (in vacuo) and flash chromatograph eluting from the silica gel with 25% EtOAc/hex... Starting materials: [Li+].[OH-] (LiOH), COC(=O)C1(CCC=2N1C=NC2)C2=CC(=C(C=C2)OC)F (5-(3-fluoro-4-methoxy-phenyl)-6,7-dihydro-5H-pyrrolo[1,2-c]imidazole-5-carboxylic acid methyl ester), Cl (HCl). Solvent: C1CCOC1.O (THF water). Run at time 1 hour. Product: FC=1C=C(C=CC1OC)C1(CCC=2N1C=NC2)C(=O)O (5-(3-fluoro-4-methoxy-phenyl)-6,7-dihydro-5H-pyrrolo[1,2-c]imidazole-5-carboxylic acid). RXN SMILES: C[O:2][C:3]([C:5]1([C:13]2[CH:18]=[CH:17][C:16]([O:19][CH3:20])=[C:15]([F:21])[CH:14]=2)[N:9]2[CH:10]=[N:11][CH:12]=[C:8]2[CH2:7][CH2:6]1)=[O:4].[Li+].[OH-].Cl>C1COCC1.O>[F:21][C:15]1[CH:14]=[C:13]([C:5]2([C:3]([OH:4])=[O:2])[N:9]3[CH:10]=[N:11][CH:12]=[C:8]3[CH2:7][CH2:6]2)[CH:18]=[CH:17][C:16]=1[O:19][CH3:20] |f:1.2,4.5|. Procedure details: 5-(3-fluoro-4-methoxy-phenyl)-6,7-dihydro-5H-pyrrolo[1,2-c]imidazole-5-carboxylic acid methyl ester (0.530 g, 1.82 mmol) is dissolved in THF/water (20 mL) (3:2) and to the solution is added LiOH (0.230 g, 9.58 mmol). After 1 h, the solution is brought to pH 4-5 with 1 M HCl and then evaporated to dryness to give 5-(3-fluoro-4-methoxy-phenyl)-6,7-dihydro-5H-pyrrolo[1,2-c]imidazole-5-carboxylic acid that is used without further purification. MS (ESI) m/z 277.2 (M+H).